From a dataset of the Open Reaction Database (ORD), a public repository of structured organic reaction records. describe an organic reaction: reactants, conditions, products, and yield The reactants are O (H2O), MoCl5, [N+](=O)([O-])C1=CC=2C(=NSN2)C=C1 (5-Nitrobenzo-2,1,3-thiadiazole). The reagents and catalysts are [Zn] (Zn). Run in C1CCOC1 (THF). Yields the product N1=C2C(=NS1)C=C(C=C2)N (Benzo[1,2,5]thiadiazol-5-ylamine). Yield: 47.9%. RXN SMILES: O.[N+:2]([C:5]1[CH:13]=[CH:12][C:8]2=[N:9][S:10][N:11]=[C:7]2[CH:6]=1)([O-])=O>C1COCC1.[Zn]>[N:9]1[S:10][N:11]=[C:7]2[CH:6]=[C:5]([NH2:2])[CH:13]=[CH:12][C:8]=12. Procedure: To a suspension of MoCl5 (8 g) in 50 ml of THF was added 10 ml of H2O and followed by the addition of Zn dust (3 g) 5 minutes later. 5-Nitrobenzo-2,1,3-thiadiazole (1.0 g) was then added to this mixture and the resulting reaction mixture was kept under reflux for 20 minutes. Benzo[1,2,5]thiadiazol-5-ylamine (0.4 g) was isolated by filtration and purified by column chromatography to be used in the next step. The reactants are COC1=CC=C(CN)C=C1 (4-Methoxybenzylamine), FC=1C=C(C#N)C=CC1F (3,4-difluorobenzonitrile), C(O)([O-])=O.[Na+] (sodium hydrogencarbonate). The solvent is di(ethylene glycol) dimethyl ether. Reaction conditions: temperature 0 celsius. Product: FC=1C=C(C#N)C=CC1NCC1=CC=C(C=C1)OC (3-fluoro-4-[(4-methoxybenzyl)amino]benzonitrile). The yield is 61.2%. Reaction SMILES: [CH3:1][O:2][C:3]1[CH:10]=[CH:9][C:6]([CH2:7][NH2:8])=[CH:5][CH:4]=1.[F:11][C:12]1[CH:13]=[C:14]([CH:17]=[CH:18][C:19]=1F)[C:15]#[N:16].C(=O)([O-])O.[Na+]>>[F:11][C:12]1[CH:13]=[C:14]([CH:17]=[CH:18][C:19]=1[NH:8][CH2:7][C:6]1[CH:9]=[CH:10][C:3]([O:2][CH3:1])=[CH:4][CH:5]=1)[C:15]#[N:16] |f:2.3|. Procedure: 4-Methoxybenzylamine (5.6 ml, 43.1 mmol) was added dropwise to a solution of commercially available 3,4-difluorobenzonitrile (2.0 g, 14.4 mmol) in anhydrous di(ethylene glycol) dimethyl ether (10 ml) cooled to 0° C. with stirring. The resulting mixture was stirred at 120° C. for 1 hour. At the end of this time, the reaction mixture was poured into saturated aqueous sodium hydrogencarbonate solution at room temperature. The resulting mixture was partitioned between ethyl acetate and water. The or...